This data is from the Open Reaction Database (ORD), a public repository of structured organic reaction records. The task is: describe an organic reaction: reactants, conditions, products, and yield Reactants: C(=O)(N1C=NC=C1)N1C=NC=C1 (carbonyldiimidazol), COC(=O)C=1SC(=CC1)C(=O)O (thiophene-2,5-dicarboxylic acid monomethyl ester), C(C)(C)(C)OC(NC1=C(C=CC=C1)N)=O ((2-amino-phenyl)-carbamic acid tert-butyl ester). Run in C1CCOC1 (THF). Conditions: time 4 hour. The product is COC(=O)C=1SC(=CC1)C(NC1=C(C=CC=C1)NC(=O)OC(C)(C)C)=O (5-(2-tert-butoxycarbonylamino-phenylcarbamoyl)-thiophene-2-carbox-ylic acid methyl ester). Isolated yield 80.2%. RXN SMILES: C(N1C=CN=C1)(N1C=CN=C1)=O.[CH3:13][O:14][C:15]([C:17]1[S:18][C:19]([C:22]([OH:24])=O)=[CH:20][CH:21]=1)=[O:16].[C:25]([O:29][C:30](=[O:39])[NH:31][C:32]1[CH:37]=[CH:36][CH:35]=[CH:34][C:33]=1[NH2:38])([CH3:28])([CH3:27])[CH3:26]>C1COCC1>[CH3:13][O:14][C:15]([C:17]1[S:18][C:19]([C:22](=[O:24])[NH:38][C:33]2[CH:34]=[CH:35][CH:36]=[CH:37][C:32]=2[NH:31][C:30]([O:29][C:25]([CH3:28])([CH3:27])[CH3:26])=[O:39])=[CH:20][CH:21]=1)=[O:16]. Procedure: Under an argon atmosphere 21.0 g (129 mmol) carbonyldiimidazol was added to a solution of 24.1 g (129 mmol) thiophene-2,5-dicarboxylic acid monomethyl ester in 600 ml THF. After 2 h at rt 26.9 g (129 mmol) (2-amino-phenyl)-carbamic acid tert-butyl ester were added and the reaction mixture was stirred for further 4 h at rt. The solvent was evaporated and the residue dissolved in 500 ml ethyl acetate. The organic phase was washed three times with 100 ml saturated aqueous NaHCO3 solution, twice wit...